This data is from the Open Reaction Database (ORD), a public repository of structured organic reaction records. The task is: describe an organic reaction: reactants, conditions, products, and yield Starting materials: C(#N)C=1C=C2C=CNC2=CC1 (5-cyanoindole), ClN1C(CCC1=O)=O (N-chlorosuccinimide). Solvent: CN(C)C=O (DMF). Reaction conditions: time 1 hour. The product is ClC1=CNC2=CC=C(C=C12)C#N (3-Chloro-1H-indole-5-carbonitrile). Isolated yield 105.2%. As a reaction SMILES: [C:1]([C:3]1[CH:4]=[C:5]2[C:9](=[CH:10][CH:11]=1)[NH:8][CH:7]=[CH:6]2)#[N:2].[Cl:12]N1C(=O)CCC1=O>CN(C=O)C>[Cl:12][C:6]1[C:5]2[C:9](=[CH:10][CH:11]=[C:3]([C:1]#[N:2])[CH:4]=2)[NH:8][CH:7]=1. Procedure details: To a solution of 5-cyanoindole (3.0 g, 21 mmol) in dry DMF (50 ml) was added N-chlorosuccinimide (2.94 g, 22 mmol) and the solution stirred at room temperature for 1 hour. The solution was left standing over the weekend. LC/MS showed a single product. Added ethyl acetate (150 ml) and diethyl ether (50 ml) and washed with water (3×300 ml). Dried over MgSO4 and evaporated off the solvent to yield 3.9 g of the title compound as a pale yellow solid. δH (400 MHz, d6-DMSO) 7.54 (1H, dd), 7.61 (1H, dd)... Starting materials: C1COCCN1, CCCP(=O)(O)O, Cn1ncc(C(=O)O)c1C(=O)Nc1ccn2nc(-c3cccnc3)nc2c1, CCOC(C)=O, CCN(C(C)C)C(C)C, C1CCOC1. The product is Cn1ncc(C(=O)N2CCOCC2)c1C(=O)Nc1ccn2nc(-c3cccnc3)nc2c1. Reaction SMILES: [CH2:28]1[CH2:29][O:30][CH2:31][CH2:32][NH:33]1.[CH2:34]([P:35]([OH:36])([OH:37])=[O:38])[CH2:39][CH3:40].[CH3:1][n:2]1[n:3][cH:4][c:5]([C:25](=[O:26])[OH:27])[c:6]1[C:7]([NH:8][c:9]1[cH:10][c:11]2[n:12]([cH:13][cH:14]1)[n:15][c:16](-[c:18]1[cH:19][n:20][cH:21][cH:22][cH:23]1)[n:17]2)=[O:24].[CH3:55][CH2:56][O:57][C:58](=[O:59])[CH3:60].[CH:41]([N:42]([CH2:43][CH3:44])[CH:45]([CH3:46])[CH3:47])([CH3:48])[CH3:49].[O:50]1[CH2:51][CH2:52][CH2:53][CH2:54]1>>[CH3:1][n:2]1[n:3][cH:4][c:5]([C:25](=[O:27])[N:33]2[CH2:28][CH2:29][O:30][CH2:31][CH2:32]2)[c:6]1[C:7]([NH:8][c:9]1[cH:10][c:11]2[n:12]([cH:13][cH:14]1)[n:15][c:16](-[c:18]1[cH:19][n:20][cH:21][cH:22][cH:23]1)[n:17]2)=[O:24].